The task is: describe an organic reaction: reactants, conditions, products, and yield. This data is from the Open Reaction Database (ORD), a public repository of structured organic reaction records. Reactants: Cl (hydrochloric acid), ClC1=CC=C(C=C1)N(C(C1=CC=C(C=C1)[N+](=O)[O-])=O)C (N-(4-chlorophenyl)-N-methyl-4-nitrobenzamide), [OH-].[Na+] (sodium hydroxide). The reagents and catalysts are [Fe] (iron). Run in C(C)O (ethanol), O (water), C(C)O (ethanol), O (water). Yields the product NC1=CC=C(C(=O)N(C)C2=CC=C(C=C2)Cl)C=C1 (4-amino-N-(4-chlorophenyl)-N-methylbenzamide). Isolated yield 105.5%. Reaction SMILES: Cl.[Cl:2][C:3]1[CH:8]=[CH:7][C:6]([N:9]([CH3:21])[C:10](=[O:20])[C:11]2[CH:16]=[CH:15][C:14]([N+:17]([O-])=O)=[CH:13][CH:12]=2)=[CH:5][CH:4]=1.[OH-].[Na+]>C(O)C.O.[Fe]>[NH2:17][C:14]1[CH:13]=[CH:12][C:11]([C:10]([N:9]([C:6]2[CH:7]=[CH:8][C:3]([Cl:2])=[CH:4][CH:5]=2)[CH3:21])=[O:20])=[CH:16][CH:15]=1 |f:2.3|. Procedure: A solution of 4 ml (ca 40 mmol) of concentrated hydrochloric acid in 50 ml of ethanol and 50 ml of water was added dropwise over 2 hours to a refluxing suspension of 6.34 g 114 mmol, 3 equiv) of iron filings and 11.0 g (37.8 mmol) of N-(4-chlorophenyl)-N-methyl-4-nitrobenzamide in 200 ml of ethanol and 200 ml of water. The mixture was refluxed for 1 hour and allowed to cool to room temperature and then adjusted to a pH of 11 with 10% aqueous sodium hydroxide. The suspension was filtered and the ... The reactants are N1=CN=C2N=CNC2=C1N (adenine), [Na] (sodium), O(C1=CC=CC=C1)CC1CCN(CC1)CCCCl (3-(4-phenoxymethylpiperidino)-propyl chloride). The solvent is C(C)(C)O (isopropanol), C(C)(C)O (isopropanol). The product is O(C1=CC=CC=C1)CC1CCN(CC1)CCCN1C2=NC=NC(=C2N=C1)N (9-[3-(4-phenoxymethylpiperidino)-propyl]-adenine). Isolated yield 63.9%. As a reaction SMILES: [N:1]1[C:9]([NH2:10])=[C:8]2[C:4]([N:5]=[CH:6][NH:7]2)=[N:3][CH:2]=1.[Na].[O:12]([CH2:19][CH:20]1[CH2:25][CH2:24][N:23]([CH2:26][CH2:27][CH2:28]Cl)[CH2:22][CH2:21]1)[C:13]1[CH:18]=[CH:17][CH:16]=[CH:15][CH:14]=1>C(O)(C)C>[O:12]([CH2:19][CH:20]1[CH2:21][CH2:22][N:23]([CH2:26][CH2:27][CH2:28][N:5]2[CH:6]=[N:7][C:8]3[C:4]2=[N:3][CH:2]=[N:1][C:9]=3[NH2:10])[CH2:24][CH2:25]1)[C:13]1[CH:18]=[CH:17][CH:16]=[CH:15][CH:14]=1 |^1:10|. Reported procedure: 9.45 g (0.07 mole) of adenine are added to a solution of 1.6 g (0.07 mole) of sodium in 250 ml of isopropanol and the reaction mixture heated under reflux for 10 minutes. It is then cooled and 21.4 g (0.08 mole) of 3-(4-phenoxymethylpiperidino)-propyl chloride in 50 ml of isopropanol added thereto. After stirring the reaction mixture under reflux for 6 hours, it is evaporated in a vacuum, the residue is taken up in methylene chloride, the methylene chloride solution is washed with 2 N aqueous so... Starting materials: COC(=O)C=1C=C2C(=NNC2=CC1)C=O (3-formyl-1H-indazole-5-carboxylic acid methyl ester), CC(=O)O (HOAc), N1CCOCC1 (morpholine), NaHB(OAc)3. The solvent is C(Cl)Cl (DCM). Reaction conditions: time 8 hour. Yields the product COC(=O)C=1C=C2C(=NNC2=CC1)CN1CCOCC1 (3-(4-morpholinylmethyl)-1H-indazole-5-carboxylic acid methyl ester). The yield is 98.8%. Reaction SMILES: [CH3:1][O:2][C:3]([C:5]1[CH:6]=[C:7]2[C:11](=[CH:12][CH:13]=1)[NH:10][N:9]=[C:8]2[CH:14]=O)=[O:4].CC(O)=O.[NH:20]1[CH2:25][CH2:24][O:23][CH2:22][CH2:21]1>C(Cl)Cl>[CH3:1][O:2][C:3]([C:5]1[CH:6]=[C:7]2[C:11](=[CH:12][CH:13]=1)[NH:10][N:9]=[C:8]2[CH2:14][N:20]1[CH2:25][CH2:24][O:23][CH2:22][CH2:21]1)=[O:4]. Reported procedure: To a solution of 3-formyl-1H-indazole-5-carboxylic acid methyl ester (600 mg, 2.94 mmol) in DCM was added HOAc (0.25 mL, 4.41 mmol) followed by morpholine (0.31 mL, 3.53 mmol) and NaHB(OAc)3 (809.6 mg, 3.62 mmol) at rt. The reaction was stirred at rt overnight, and was quenched with brine. The reaction mixture was extracted with EtOAc, washed with brine, dried, and concentrated in vacuo. Purification by flash column afforded 3-(4-morpholinylmethyl)-1H-indazole-5-carboxylic acid methyl ester (800... Yields the product N#CC1(Nc2ccc(F)cc2)CCN(Cc2ccccc2)CC1. The reactants are O=C1CCN(Cc2ccccc2)CC1, Cc1ccccc1, CC(C)(O)C#N, Nc1ccc(F)cc1, O. Reaction SMILES: [CH2:1]([c:2]1[cH:3][cH:4][cH:5][cH:6][cH:7]1)[N:8]1[CH2:9][CH2:10][C:11](=[O:14])[CH2:12][CH2:13]1.[CH3:23][c:24]1[cH:25][cH:26][cH:27][cH:28][cH:29]1.[CH3:30][C:31]([C:32]#[N:33])([CH3:34])[OH:35].[F:15][c:16]1[cH:17][cH:18][c:19]([NH2:22])[cH:20][cH:21]1.[OH2:36]>>[CH2:1]([c:2]1[cH:3][cH:4][cH:5][cH:6][cH:7]1)[N:8]1[CH2:9][CH2:10][C:11]([NH:22][c:19]2[cH:18][cH:17][c:16]([F:15])[cH:21][cH:20]2)([C:32]#[N:33])[CH2:12][CH2:13]1. The yield is 95.5%. As a reaction SMILES: [N:1]1([C:10]2[N:15]=[C:14]([O:16][CH2:17][C:18]3[CH:23]=[CH:22][C:21]([O:24][CH3:25])=[CH:20][CH:19]=3)[C:13]([C:26]([O:28]CC)=[O:27])=[CH:12][N:11]=2)[C:9]2[C:4](=[CH:5][CH:6]=[CH:7][CH:8]=2)[CH2:3][CH2:2]1.[OH-].[Na+].O1CCCC1.Cl>C(O)C>[N:1]1([C:10]2[N:15]=[C:14]([O:16][CH2:17][C:18]3[CH:23]=[CH:22][C:21]([O:24][CH3:25])=[CH:20][CH:19]=3)[C:13]([C:26]([OH:28])=[O:27])=[CH:12][N:11]=2)[C:9]2[C:4](=[CH:5][CH:6]=[CH:7][CH:8]=2)[CH2:3][CH2:2]1 |f:1.2|. Run in C(C)O (ethanol). Starting materials: Cl (hydrochloric acid), [OH-].[Na+] (sodium hydroxide), O1CCCC1 (tetrahydrofuran), N1(CCC2=CC=CC=C12)C1=NC=C(C(=N1)OCC1=CC=C(C=C1)OC)C(=O)OCC (ethyl 2-(2,3-dihydro-1H-indol-1-yl)-4-[(4-methoxybenzyl)oxy]-5-pyrimidinecarboxylate). Procedure: To a suspension of ethyl 2-(2,3-dihydro-1H-indol-1-yl)-4-[(4-methoxybenzyl)oxy]-5-pyrimidinecarboxylate (5.5 g, 13.6 mmol) in ethanol (50 mL) were added 10% aqueous sodium hydroxide solution (30 mL) and tetrahydrofuran (30 mL) and the mixture was heated under reflux for 30 min. The reaction mixture was allowed to cool to room temperature and 1N hydrochloric acid was added to adjust the reaction mixture to pH 5. The precipitated crystals were collected by filtration, washed several times with wat... The product is N1(CCC2=CC=CC=C12)C1=NC=C(C(=N1)OCC1=CC=C(C=C1)OC)C(=O)O (2-(2,3-dihydro-1H-indol-1-yl)-4-[(4-methoxybenzyl)oxy]-5-pyrimidinecarboxylic acid). Reactants: C1(=CC=CC=C1)P(C1=CC=CC=C1)C1=CC=CC=C1 (triphenylphosphine), BrN1C(CCC1=O)=O (N-bromosuccinimide), S1C(=CC=C1)CCCO (3-(2-thienyl)-1-propanol). Solvent: C(Cl)Cl (methylene chloride). Yields the product BrCCCC=1SC=CC1 (2-(3-bromopropyl)thiophene). Isolated yield 40.8%. Reaction SMILES: [S:1]1[CH:5]=[CH:4][CH:3]=[C:2]1[CH2:6][CH2:7][CH2:8]O.C1(P(C2C=CC=CC=2)C2C=CC=CC=2)C=CC=CC=1.[Br:29]N1C(=O)CCC1=O>C(Cl)Cl>[Br:29][CH2:8][CH2:7][CH2:6][C:2]1[S:1][CH:5]=[CH:4][CH:3]=1. Procedure: Compound 46-2 (1.29 g) was dissolved in methylene chloride (30 ml), triphenylphosphine (2.62 g) and N-bromosuccinimide (1.76 g) were added under ice-cooling, and the mixture was stirred under ice-cooling for 2 hr. The reaction mixture was washed with water and saturated brine, and dried over anhydrous magnesium sulfate. The solvent was evaporated under reduced pressure. Diethyl ether (50 ml) was added, and the precipitated triphenylphosphine oxide was filtered off. The concentrate of the filtrat... The reactants are CSC (dimethylsulfide), CS(=O)(=O)O (methanesulfonic acid), C(C1=CC=CC=C1)N1CC(N(CC1)C(=O)OCC)C(F)(F)F (ethyl 4-benzyl-2-(trifluoromethyl)piperazine-1-carboxylate), FC(OC1=CC=C(C=C1)C=1C=NC(=NC1)NC1=CC(=C(C=C1)C)N)F (N1-(5-(4-(difluoromethoxy)phenyl)pyrimidin-2-yl)-4-methylbenzene-1,3-diamine), ClC(=O)OC1=CC=C(C=C1)[N+](=O)[O-] (4-nitrophenyl chloroformate), N1=CC=CC=C1 (pyridine). Solvent: C(Cl)Cl (DCM), C(Cl)Cl (DCM). Run at time 2 hour. Product: FC(OC1=CC=C(C=C1)C=1C=NC(=NC1)NC=1C=CC(=C(C1)NC(=O)N1CC(NCC1)C(F)(F)F)C)F (N-(5-(5-(4-(difluoromethoxy)phenyl)pyrimidin-2-ylamino)-2-methylphenyl)-3-(trifluoromethyl)piperazine-1-carboxamide). Reaction SMILES: [F:1][CH:2]([F:25])[O:3][C:4]1[CH:9]=[CH:8][C:7]([C:10]2[CH:11]=[N:12][C:13]([NH:16][C:17]3[CH:22]=[CH:21][C:20]([CH3:23])=[C:19]([NH2:24])[CH:18]=3)=[N:14][CH:15]=2)=[CH:6][CH:5]=1.ClC(OC1C=CC([N+]([O-])=O)=CC=1)=[O:28].N1C=CC=CC=1.[CH2:45]([N:52]1[CH2:57][CH2:56][N:55](C(OCC)=O)[CH:54]([C:63]([F:66])([F:65])[F:64])[CH2:53]1)C1C=CC=CC=1.CSC.CS(O)(=O)=O>C(Cl)Cl>[F:25][CH:2]([F:1])[O:3][C:4]1[CH:9]=[CH:8][C:7]([C:10]2[CH:15]=[N:14][C:13]([NH:16][C:17]3[CH:22]=[CH:21][C:20]([CH3:23])=[C:19]([NH:24][C:45]([N:52]4[CH2:57][CH2:56][NH:55][CH:54]([C:63]([F:66])([F:65])[F:64])[CH2:53]4)=[O:28])[CH:18]=3)=[N:12][CH:11]=2)=[CH:6][CH:5]=1. Procedure: N1-(5-(4-(difluoromethoxy)phenyl)pyrimidin-2-yl)-4-methylbenzene-1,3-diamine 29a (0.4 mmol), 4-nitrophenyl chloroformate (0.48 mmol) and pyridine (0.8 mmol) in dry DCM (2 mL) are stirred at rt for 10 min. Then ethyl 2-(trifluoromethyl)piperazine-1-carboxylate 34b (0.48 mmol) is added and the reaction mixture is stirred for 2 h. After the reaction is complete, the mixture is diluted with 20 mL of DCM and washed with water. The organic layer is separated, dried over Na2SO4, filtered and concentrat... Starting materials: FC(C(=O)O)(F)F.CNCC=1C=C(C=CC1)C1=CC=C(C=C1)CC1C(NC(S1)=O)=O (5-(3′-methylaminomethylbiphenyl-4-ylmethyl)thiazolidine-2,4-dione trifluoroacetate), COC=1C=C(C(=O)Cl)C=CC1 (3-methoxybenzoyl chloride). Yields the product O=C1SC(C(N1)=O)CC1=CC=C(C=C1)C1=CC(=CC=C1)CN(C(C1=CC(=CC=C1)OC)=O)C (N-[4′-(2,4-Dioxothiazolidin-5-ylmethyl)biphenyl-3-ylmethyl]-3-methoxy-N-methylbenzamide). Reaction SMILES: FC(F)(F)C(O)=O.[CH3:8][NH:9][CH2:10][C:11]1[CH:12]=[C:13]([C:17]2[CH:22]=[CH:21][C:20]([CH2:23][CH:24]3[S:28][C:27](=[O:29])[NH:26][C:25]3=[O:30])=[CH:19][CH:18]=2)[CH:14]=[CH:15][CH:16]=1.[CH3:31][O:32][C:33]1[CH:34]=[C:35]([CH:39]=[CH:40][CH:41]=1)[C:36](Cl)=[O:37]>>[O:29]=[C:27]1[NH:26][C:25](=[O:30])[CH:24]([CH2:23][C:20]2[CH:19]=[CH:18][C:17]([C:13]3[CH:14]=[CH:15][CH:16]=[C:11]([CH2:10][N:9]([CH3:8])[C:36](=[O:37])[C:35]4[CH:39]=[CH:40][CH:41]=[C:33]([O:32][CH3:31])[CH:34]=4)[CH:12]=3)=[CH:22][CH:21]=2)[S:28]1 |f:0.1|. Reported procedure: In a manner similar to that of Example 37(e), by reacting 540 mg (1.2 mmol) of 5-(3′-methylaminomethylbiphenyl-4-ylmethyl)thiazolidine-2,4-dione trifluoroacetate with 300 μl (2 mmol) of 3-methoxybenzoyl chloride, and after purification, 400 mg (70%) of N-[4′-(2,4-dioxothiazolidin-5-ylmethyl)-biphenyl-3-ylmethyl]-3-methoxy-N-methylbenzamide are obtained in the form of a white solid with a melting point of 173° C.